From a dataset of the Open Reaction Database (ORD), a public repository of structured organic reaction records. describe an organic reaction: reactants, conditions, products, and yield Reactants: OBO, O=C(c1ccc(Br)cc1F)N1CCCC1CN1CCCC1, c1ccc2c(c1)OCO2. Product: O=C(c1ccc(-c2ccc3c(c2)OCO3)cc1F)N1CCCC1CN1CCCC1. Reaction SMILES: [BH:22]([OH:23])[OH:24].[Br:1][c:2]1[cH:3][c:4]([F:21])[c:5]([C:8](=[O:9])[N:10]2[CH:11]([CH2:15][N:16]3[CH2:17][CH2:18][CH2:19][CH2:20]3)[CH2:12][CH2:13][CH2:14]2)[cH:6][cH:7]1.[CH2:25]1[O:26][c:27]2[cH:28][cH:29][cH:30][cH:31][c:32]2[O:33]1>>[c:2]1(-[c:30]2[cH:29][cH:28][c:27]3[c:32]([cH:31]2)[O:33][CH2:25][O:26]3)[cH:3][c:4]([F:21])[c:5]([C:8](=[O:9])[N:10]2[CH:11]([CH2:15][N:16]3[CH2:17][CH2:18][CH2:19][CH2:20]3)[CH2:12][CH2:13][CH2:14]2)[cH:6][cH:7]1.